Dataset: the Open Reaction Database (ORD), a public repository of structured organic reaction records. Task: describe an organic reaction: reactants, conditions, products, and yield Starting materials: O=C([O-])[O-], CS(C)=O, COc1cc(F)ccc1[N+](=O)[O-], Cn1nc(O)c(Cl)c1C(F)(F)F, [K+], [K+]. Yields the product COc1cc(Oc2nn(C)c(C(F)(F)F)c2Cl)ccc1[N+](=O)[O-]. RXN SMILES: [C:25](=[O:26])([O-:27])[O-:28].[CH3:31][S:32]([CH3:33])=[O:34].[F:13][c:14]1[cH:15][c:16]([O:23][CH3:24])[c:17]([N+:20](=[O:21])[O-:22])[cH:18][cH:19]1.[F:1][C:2]([c:3]1[c:4]([Cl:10])[c:5]([OH:9])[n:6][n:7]1[CH3:8])([F:11])[F:12].[K+:29].[K+:30]>>[F:1][C:2]([c:3]1[c:4]([Cl:10])[c:5]([O:9][c:14]2[cH:15][c:16]([O:23][CH3:24])[c:17]([N+:20](=[O:21])[O-:22])[cH:18][cH:19]2)[n:6][n:7]1[CH3:8])([F:11])[F:12]. The reactants are Example 1 ( g ), C(=O)(C(F)(F)F)O (TFA), C1(=CCCCC1)C=1C=C2C(=C(C(N(C2=NC1)C)=O)C(=O)NCC(=O)OC(C)(C)C)O (tert-butyl 2-(6-cyclohexenyl-4-hydroxy-1-methyl-2-oxo-1,2-dihydro-1,8-naphthyridine-3-carboxamido)acetate), Example 66 ( a ). The product is C1(=CCCCC1)C=1C=C2C(=C(C(N(C2=NC1)C)=O)C(=O)NCC(=O)O)O (2-(6-Cyclohexenyl-4-hydroxy-1-methyl-2-oxo-1,2-dihydro-1,8-naphthyridine-3-carboxamido)acetic acid). As a reaction SMILES: [C:1]1([C:7]2[CH:8]=[C:9]3[C:14](=[N:15][CH:16]=2)[N:13]([CH3:17])[C:12](=[O:18])[C:11]([C:19]([NH:21][CH2:22][C:23]([O:25]C(C)(C)C)=[O:24])=[O:20])=[C:10]3[OH:30])[CH2:6][CH2:5][CH2:4][CH2:3][CH:2]=1.C(O)(C(F)(F)F)=O>>[C:1]1([C:7]2[CH:8]=[C:9]3[C:14](=[N:15][CH:16]=2)[N:13]([CH3:17])[C:12](=[O:18])[C:11]([C:19]([NH:21][CH2:22][C:23]([OH:25])=[O:24])=[O:20])=[C:10]3[OH:30])[CH2:6][CH2:5][CH2:4][CH2:3][CH:2]=1. Reported procedure: The title compound was prepared similarly to the procedure described for Example 1 (g) by treatment of tert-butyl 2-(6-cyclohexenyl-4-hydroxy-1-methyl-2-oxo-1,2-dihydro-1,8-naphthyridine-3-carboxamido)acetate (Example 66 (a)) with TFA. MS (ESI, pos. ion) m/z: 357 (M+1). 1H NMR (300 MHz, DMSO-d6) δ ppm: 10.48 (t, J=5.6 Hz, 1 H), 8.93 (d, J=2.3 Hz, 1 H), 8.28 (d, J=1.9 Hz, 1 H), 6.39 (br. s, 1 H), 4.13 (d, J=5.6 Hz, 2 H), 3.69 (s, 3 H), 2.39-2.46 (m, 2 H), 2.17-2.27 (m, 2 H), 1.70-1.84 (m, 2 H), 1...